The task is: describe an organic reaction: reactants, conditions, products, and yield. This data is from the Open Reaction Database (ORD), a public repository of structured organic reaction records. The reactants are O=C([O-])O, O=C(NCc1ccc(NCc2ccccc2)cc1)c1ccc2ncccc2c1, CC(=O)O, [Na+], C1CCOC1. Product: CN(Cc1ccccc1)c1ccc(CNC(=O)c2ccc3ncccc3c2)cc1. Reaction SMILES: [C:33](=[O:34])([OH:35])[O-:36].[CH2:1]([c:2]1[cH:3][cH:4][cH:5][cH:6][cH:7]1)[NH:8][c:9]1[cH:10][cH:11][c:12]([CH2:13][NH:14][C:15](=[O:16])[c:17]2[cH:18][c:19]3[cH:20][cH:21][cH:22][n:23][c:24]3[cH:25][cH:26]2)[cH:27][cH:28]1.[CH3:29][C:30](=[O:31])[OH:32].[Na+:37].[O:38]1[CH2:39][CH2:40][CH2:41][CH2:42]1>>[CH2:1]([c:2]1[cH:3][cH:4][cH:5][cH:6][cH:7]1)[N:8]([c:9]1[cH:10][cH:11][c:12]([CH2:13][NH:14][C:15](=[O:16])[c:17]2[cH:18][c:19]3[cH:20][cH:21][cH:22][n:23][c:24]3[cH:25][cH:26]2)[cH:27][cH:28]1)[CH3:29]. The reactants are C1=CCCCC1, CCOC(=O)CC(C)(C)Cc1ccc(OCCCNc2cccc[n+]2[O-])c(OC)c1, CC(C)O. Product: CCOC(=O)CC(C)(C)Cc1ccc(OCCCNc2ccccn2)c(OC)c1. Reaction SMILES: [CH2:31]1[CH2:32][CH:33]=[CH:34][CH2:35][CH2:36]1.[CH3:1][O:2][c:3]1[cH:4][c:5]([CH2:21][C:22]([CH2:23][C:24](=[O:25])[O:26][CH2:27][CH3:28])([CH3:29])[CH3:30])[cH:6][cH:7][c:8]1[O:9][CH2:10][CH2:11][CH2:12][NH:13][c:14]1[n+:15]([O-:20])[cH:16][cH:17][cH:18][cH:19]1.[CH3:37][CH:38]([OH:39])[CH3:40]>>[CH3:1][O:2][c:3]1[cH:4][c:5]([CH2:21][C:22]([CH2:23][C:24](=[O:25])[O:26][CH2:27][CH3:28])([CH3:29])[CH3:30])[cH:6][cH:7][c:8]1[O:9][CH2:10][CH2:11][CH2:12][NH:13][c:14]1[n:15][cH:16][cH:17][cH:18][cH:19]1. The reactants are [N+](=O)([O-])C1=C(C=C(C=C1)F)C (2-nitro-5-fluorotoluene), N(CCO)CCO (diethanolamine), resultant solution. Solvent: CS(=O)C (DMSO). Run at temperature 140 celsius. Product: CC1=C(C=CC(=C1)N(CCO)CCO)[N+](=O)[O-] (2-Methyl-4-[N,N-bis(2-hydroxyethyl)amino]nitrobenzene). The yield is 65.2%. Reaction SMILES: [N+:1]([C:4]1[CH:9]=[CH:8][C:7](F)=[CH:6][C:5]=1[CH3:11])([O-:3])=[O:2].[NH:12]([CH2:16][CH2:17][OH:18])[CH2:13][CH2:14][OH:15]>CS(C)=O>[CH3:11][C:5]1[CH:6]=[C:7]([N:12]([CH2:16][CH2:17][OH:18])[CH2:13][CH2:14][OH:15])[CH:8]=[CH:9][C:4]=1[N+:1]([O-:3])=[O:2]. Reported procedure: In 8 ml of DMSO, 5.0 g (64.5 mmol) of 2-nitro-5-fluorotoluene and 8.2 g (78 mmol) of diethanolamine were dissolved. The resultant solution was stirred under heat at 140° C. for 7 hours, followed by extraction with ethyl acetate. After the solvent was distilled out under reduced pressure, the residue was washed with ethyl acetate, whereby 10.1 g of yellow powder were obtained (yield: 65%). The reactants are CCN(C(C)C)C(C)C (DIPEA), IC1=C(N)C=CC(=C1)OC (2-iodo-4-methoxyaniline), C(C)OC(CC1C(CCC1)=O)=O (ethyl-2-(2-oxocyclopentyl)acetate), [Si](OCC)(OCC)(OCC)OCC (tetraethyl orthosilicate), C1(=CC=C(C=C1)S(=O)(=O)O)C.N1=CC=CC=C1 (pyridine p-toluenesulfonate). Reagents/catalysts: CC(=O)[O-].CC(=O)[O-].[Pd+2] (Pd(OAc)2). Run in CN(C)C=O (DMF). Run at temperature 135 celsius, time 5 hour. Product: COC1=CC=2C3=C(NC2C=C1)C(CC3)CC(=O)OCC (Ethyl 2-(7-Methoxy-1,2,3,4-tetrahydrocyclopenta[b]indol-3-yl)acetate). As a reaction SMILES: I[C:2]1[CH:8]=[C:7]([O:9][CH3:10])[CH:6]=[CH:5][C:3]=1[NH2:4].[CH2:11]([O:13][C:14](=[O:22])[CH2:15][CH:16]1[CH2:20][CH2:19][CH2:18][C:17]1=O)[CH3:12].[Si](OCC)(OCC)(OCC)OCC.C1(C)C=CC(S(O)(=O)=O)=CC=1.N1C=CC=CC=1.CCN(C(C)C)C(C)C>CN(C=O)C.CC([O-])=O.CC([O-])=O.[Pd+2]>[CH3:10][O:9][C:7]1[CH:6]=[CH:5][C:3]2[NH:4][C:17]3[CH:16]([CH2:15][C:14]([O:13][CH2:11][CH3:12])=[O:22])[CH2:20][CH2:19][C:18]=3[C:2]=2[CH:8]=1 |f:3.4,7.8.9|. Procedure details: To a solution of 2-iodo-4-methoxyaniline (20.0 g, 80 mmol), ethyl-2-(2-oxocyclopentyl)acetate (20.5 g, 120 mmol, 1.5 eq) and tetraethyl orthosilicate (21.7 g, 104 mmol, 1.3 eq) in anhydrous DMF (100 mL), was added pyridine p-toluenesulfonate (0.807 g, 3.21 mmol, 0.04 eq). The dark brown solution was stirred at 135° C. for 5 h under N2, allowed to cool to 100° C. and then added DIPEA (31.1 g, 241 mmol, 3 eq) followed by Pd(OAc)2 (0.541 g, 2.41 mmol, 0.03 eq). The resulting mixture was stirred at ... Reactants: CN(C)C=O, O=C(CCl)Nc1ccc(Cl)c(Cl)c1, [Na+], [Na+], O=C([O-])[O-], O, c1ccc(N2CCNCC2)nc1. The product is O=C(CN1CCN(c2ccccn2)CC1)Nc1ccc(Cl)c(Cl)c1. As a reaction SMILES: [CH3:33][N:34]([CH3:35])[CH:36]=[O:37].[Cl:13][c:14]1[cH:15][c:16]([NH:21][C:22]([CH2:23][Cl:24])=[O:25])[cH:17][cH:18][c:19]1[Cl:20].[Na+:26].[Na+:27].[O-:28][C:29](=[O:30])[O-:31].[OH2:32].[n:1]1[c:2]([N:7]2[CH2:8][CH2:9][NH:10][CH2:11][CH2:12]2)[cH:3][cH:4][cH:5][cH:6]1>>[n:1]1[c:2]([N:7]2[CH2:8][CH2:9][N:10]([CH2:23][C:22]([NH:21][c:16]3[cH:15][c:14]([Cl:13])[c:19]([Cl:20])[cH:18][cH:17]3)=[O:25])[CH2:11][CH2:12]2)[cH:3][cH:4][cH:5][cH:6]1. Reactants: ClC1=CC(=CC=C1)C(=O)OO (m-Chloroperbenzoic acid), COCOCC=1C=C(C=CC1)/C=C/CCC#N ((E)-5-(3-((methoxymethoxy)methyl)phenyl)pent-4-enenitrile), S(=S)(=O)([O-])[O-].[Na+].[Na+] (sodium thiosulfate). Run in C(C)(=O)OCC (ethyl acetate). Reaction conditions: temperature 80 celsius, time 1 hour. The product is COCOCC=1C=C(C=CC1)C1C(O1)CCC#N (3-(3-(3-((methoxymethoxy)methyl)phenyl)oxiran-2-yl)propanenitrile). Isolated yield 48.1%. As a reaction SMILES: ClC1C=CC=C(C(OO)=[O:9])C=1.[CH3:12][O:13][CH2:14][O:15][CH2:16][C:17]1[CH:18]=[C:19](/[CH:23]=[CH:24]/[CH2:25][CH2:26][C:27]#[N:28])[CH:20]=[CH:21][CH:22]=1.S([O-])([O-])(=O)=S.[Na+].[Na+]>C(OCC)(=O)C>[CH3:12][O:13][CH2:14][O:15][CH2:16][C:17]1[CH:18]=[C:19]([CH:23]2[O:9][CH:24]2[CH2:25][CH2:26][C:27]#[N:28])[CH:20]=[CH:21][CH:22]=1 |f:2.3.4|. Reported procedure: m-Chloroperbenzoic acid (3.77 g) was added to a solution of (E)-5-(3-((methoxymethoxy)methyl)phenyl)pent-4-enenitrile (2.08 g) in ethyl acetate (20 mL) at room temperature, and the mixture was stirred at 80° C. for 1 hr. Saturated aqueous sodium thiosulfate solution was added to the reaction mixture at room temperature, and the mixture was extracted with ethyl acetate. The extract was washed with saturated aqueous sodium thiosulfate solution, saturated aqueous sodium hydrogen carbonate solution ...